Dataset: the Open Reaction Database (ORD), a public repository of structured organic reaction records. Task: describe an organic reaction: reactants, conditions, products, and yield The reactants are Cl.NC1=C(C(=O)C2=CC(=C(C=C2)OC)OC)C=C(C(=C1)OC)OC (2-amino-4,5,3',4'-tetramethoxybenzophenone hydrochloride), C(C)N(CC)CCCC(CC(=O)OCC)=O (ethyl 6-(N,N-diethylamino)-3-oxohexanoate). The solvent is C(C)O (ethanol). Yields the product C(C)N(CC)CCCC1=NC2=CC(=C(C=C2C(=C1C(=O)OCC)C1=CC(=C(C=C1)OC)OC)OC)OC (ethyl 2-[3-(N,N-diethylamino)propyl]-4-(3,4-dimethoxyphenyl)-6,7-dimethoxyquinoline-3-carboxylate). Yield: 13.6%. Reaction SMILES: Cl.[NH2:2][C:3]1[CH:20]=[C:19]([O:21][CH3:22])[C:18]([O:23][CH3:24])=[CH:17][C:4]=1[C:5]([C:7]1[CH:12]=[CH:11][C:10]([O:13][CH3:14])=[C:9]([O:15][CH3:16])[CH:8]=1)=O.[CH2:25]([N:27]([CH2:30][CH2:31][CH2:32][C:33](=O)[CH2:34][C:35]([O:37][CH2:38][CH3:39])=[O:36])[CH2:28][CH3:29])[CH3:26]>C(O)C>[CH2:25]([N:27]([CH2:30][CH2:31][CH2:32][C:33]1[C:34]([C:35]([O:37][CH2:38][CH3:39])=[O:36])=[C:5]([C:7]2[CH:12]=[CH:11][C:10]([O:13][CH3:14])=[C:9]([O:15][CH3:16])[CH:8]=2)[C:4]2[C:3](=[CH:20][C:19]([O:21][CH3:22])=[C:18]([O:23][CH3:24])[CH:17]=2)[N:2]=1)[CH2:28][CH3:29])[CH3:26] |f:0.1|. Reported procedure: A mixture of 2-amino-4,5,3',4'-tetramethoxybenzophenone hydrochloride (7.7 g), ethyl 6-(N,N-diethylamino)-3-oxohexanoate (5.0 g) and ethanol (100 ml) was stirred under reflux for 4 hours. The reaction mixture was concentrated under reduced pressure, and the residue was dissolved in chloroform. The chloroform layer was washed with an aqueous saturated solution of sodium bicarbonate and water and dried over magnesium sulfate, and the solvent was evaporated. The residue was subjected to column chro...